The task is: describe an organic reaction: reactants, conditions, products, and yield. This data is from the Open Reaction Database (ORD), a public repository of structured organic reaction records. Reactants: N[C@](C(=O)N)(CC1=CC=C(C=C1)OC)C (2-(S)-Amino-3-(4-methoxyphenyl)-2-methylpropionamide), mixture, N[C@](C(=O)N)(CC1=CC=C(C=C1)OC)C (2-(S)-Amino-3-(4-methoxyphenyl)-2-methylpropionamide), C1(=CC=CC=C1)CC(=O)N (phenylacetamide), Br (HBr). Solvent: O (H2O), O (H2O). Run at temperature 120 celsius, time 15 minute. Yields the product C[C@](CC=1C=CC(=CC1)O)(C(=O)O)N (Metyrosine). Isolated yield 84.0%. Reaction SMILES: [NH2:1][C@@:2]([CH3:15])([CH2:6][C:7]1[CH:12]=[CH:11][C:10]([O:13]C)=[CH:9][CH:8]=1)[C:3](N)=[O:4].C1(CC(N)=[O:24])C=CC=CC=1.Br>O>[CH3:15][C@@:2]([NH2:1])([C:3]([OH:24])=[O:4])[CH2:6][C:7]1[CH:12]=[CH:11][C:10]([OH:13])=[CH:9][CH:8]=1. Procedure details: To a 100 mL flask with a reflux condenser was charged amide 4 (5.50 g of a mixture containing 4 (3.37 g, 16.1 mmol) and phenylacetamide (2.13 g)) and 48% HBr (30 mL). The solution was heated for 5 h at 120° C. and was cooled to room temperature. H2O (60 mL) was added and the solution was washed with EtOAc (3×35 mL). The aqueous phase was concentrated in vacuo to provide a beige paste. The paste was dissolved in H2O (15 mL) and the resulting mixture was heated to 65° C. Activated carbon (300 mg, ... The reactants are CC(=O)O, Cc1ccc(S(=O)(=O)N2CCC(F)(F)C(=O)c3ccccc32)cc1, [K+], [OH-], O=S(=O)(O)O. Yields the product O=C1c2ccccc2NCCC1(F)F. RXN SMILES: [CH3:32][C:33](=[O:34])[OH:35].[F:1][C:2]1([F:24])[CH2:3][CH2:4][N:5]([S:14]([c:15]2[cH:16][cH:17][c:18]([CH3:19])[cH:20][cH:21]2)(=[O:22])=[O:23])[c:6]2[c:7]([cH:10][cH:11][cH:12][cH:13]2)[C:8]1=[O:9].[K+:31].[OH-:30].[S:25](=[O:26])(=[O:27])([OH:28])[OH:29]>>[F:1][C:2]1([F:24])[CH2:3][CH2:4][NH:5][c:6]2[c:7]([cH:10][cH:11][cH:12][cH:13]2)[C:8]1=[O:9].